Dataset: the Open Reaction Database (ORD), a public repository of structured organic reaction records. Task: describe an organic reaction: reactants, conditions, products, and yield Starting materials: C(C(=O)C1=CC=CC=C1)N1N=CC(=C(C1=O)C1=CC=C(C=C1)F)C1=CC=C(C=C1)S(=O)(=O)C (2-(Phenacyl)-4-(4-fluorophenyl)-5-[4-(methylsulfonyl)phenyl]-3(2H)-pyridazinone), C(C(=O)C1=CC=CC=C1)N1N=CC(=C(C1=O)C1=CC=C(C=C1)F)C1=CC=C(C=C1)S(=O)(=O)C (2-phenacyl-4-(4-fluorophenyl)-5-[4-(methylsulfonyl)phenyl]-3(2H)-pyridazinone), Cl.O(C)N (methoxylamine hydrochloride), C(C)(=O)[O-].[Na+] (sodium acetate). The solvent is CO (methanol). Yields the product CON=C(CN1N=CC(=C(C1=O)C1=CC=C(C=C1)F)C1=CC=C(C=C1)S(=O)(=O)C)C1=CC=CC=C1 (2-(2-Methoxyimino-2-phenylethyl)-4-(4-fluorophenyl)-5-[4-(methylsulfonyl)phenyl]-3(2H)-pyridazinone). RXN SMILES: [CH2:1]([N:10]1[C:15](=[O:16])[C:14]([C:17]2[CH:22]=[CH:21][C:20]([F:23])=[CH:19][CH:18]=2)=[C:13]([C:24]2[CH:29]=[CH:28][C:27]([S:30]([CH3:33])(=[O:32])=[O:31])=[CH:26][CH:25]=2)[CH:12]=[N:11]1)[C:2]([C:4]1[CH:9]=[CH:8][CH:7]=[CH:6][CH:5]=1)=O.Cl.[O:35]([NH2:37])[CH3:36].C([O-])(=O)C.[Na+]>CO>[CH3:36][O:35][N:37]=[C:2]([C:4]1[CH:9]=[CH:8][CH:7]=[CH:6][CH:5]=1)[CH2:1][N:10]1[C:15](=[O:16])[C:14]([C:17]2[CH:22]=[CH:21][C:20]([F:23])=[CH:19][CH:18]=2)=[C:13]([C:24]2[CH:25]=[CH:26][C:27]([S:30]([CH3:33])(=[O:32])=[O:31])=[CH:28][CH:29]=2)[CH:12]=[N:11]1 |f:1.2,3.4|. Procedure: A mixture of the product from Example 46, 2-phenacyl-4-(4-fluorophenyl)-5-[4-(methylsulfonyl)phenyl]-3(2H)-pyridazinone (220 mg, 0.476 mmol), methoxylamine hydrochloride (318 mg, 3.8 mmol), and sodium acetate (518 mg, 3.8 mmol) in methanol (100 mL) was stirred at reflux for 48 hours. The reaction mixture was concentrated in vacuo, and the residue was partitioned between ethyl acetate and saturated aqueous ammonium chloride. The organic layer was washed with brine then dried over MgSO4, and filte... Starting materials: Clc1ncc(Cl)c(-c2c[nH]c3ccccc23)n1, COc1cc(N2CCC(N(C)C)CC2)c(C)cc1N. Product: COc1cc(N2CCC(N(C)C)CC2)c(C)cc1Nc1ncc(Cl)c(-c2c[nH]c3ccccc23)n1. Reaction SMILES: [Cl:1][c:2]1[n:3][cH:4][c:5]([Cl:17])[c:6](-[c:8]2[cH:9][nH:10][c:11]3[cH:12][cH:13][cH:14][cH:15][c:16]23)[n:7]1.[NH2:18][c:19]1[cH:20][c:21]([CH3:36])[c:22]([N:27]2[CH2:28][CH2:29][CH:30]([N:33]([CH3:34])[CH3:35])[CH2:31][CH2:32]2)[cH:23][c:24]1[O:25][CH3:26]>>[c:2]1([NH:18][c:19]2[cH:20][c:21]([CH3:36])[c:22]([N:27]3[CH2:28][CH2:29][CH:30]([N:33]([CH3:34])[CH3:35])[CH2:31][CH2:32]3)[cH:23][c:24]2[O:25][CH3:26])[n:3][cH:4][c:5]([Cl:17])[c:6](-[c:8]2[cH:9][nH:10][c:11]3[cH:12][cH:13][cH:14][cH:15][c:16]23)[n:7]1. Reactants: CCOC(=O)Cn1c(=O)n(Cc2ccc(Br)cc2F)c(=O)c2ccc(Cl)cc21, CO, [Na+], [OH-]. The product is O=C(O)Cn1c(=O)n(Cc2ccc(Br)cc2F)c(=O)c2ccc(Cl)cc21. RXN SMILES: [Br:1][c:2]1[cH:3][c:4]([F:28])[c:5]([CH2:6][n:7]2[c:8](=[O:25])[n:9]([CH2:19][C:20](=[O:21])[O:22][CH2:23][CH3:24])[c:10]3[cH:11][c:12]([Cl:18])[cH:13][cH:14][c:15]3[c:16]2=[O:17])[cH:26][cH:27]1.[CH3:31][OH:32].[Na+:30].[OH-:29]>>[Br:1][c:2]1[cH:3][c:4]([F:28])[c:5]([CH2:6][n:7]2[c:8](=[O:25])[n:9]([CH2:19][C:20](=[O:21])[OH:22])[c:10]3[cH:11][c:12]([Cl:18])[cH:13][cH:14][c:15]3[c:16]2=[O:17])[cH:26][cH:27]1. Starting materials: COC(CCC([N+](=O)[O-])C1CCCCC1)=O (rac-4-cyclohexyl-4-nitro-butyric acid methyl ester), CN1CN(CN(C1)C)C (1,3,5-trimethylhexahydro-1,3,5-triazine). Conditions: temperature 100 celsius. The product is C1(CCCCC1)C1(CCC(N(C1)C)=O)[N+](=O)[O-] (rac-5-Cyclohexyl-1-methyl-5-nitro-piperidin-2-one). The yield is 57.4%. As a reaction SMILES: CO[C:3](=[O:16])[CH2:4][CH2:5][CH:6]([CH:10]1[CH2:15][CH2:14][CH2:13][CH2:12][CH2:11]1)[N+:7]([O-:9])=[O:8].[CH3:17][N:18]1CN(C)CN(C)[CH2:19]1>>[CH:10]1([C:6]2([N+:7]([O-:9])=[O:8])[CH2:17][N:18]([CH3:19])[C:3](=[O:16])[CH2:4][CH2:5]2)[CH2:11][CH2:12][CH2:13][CH2:14][CH2:15]1. Procedure: To 4.25 g (18.5 mmol) rac-4-cyclohexyl-4-nitro-butyric acid methyl ester were added 4.56 ml (32.5 mmol) 1,3,5-trimethylhexahydro-1,3,5-triazine and the mixture heated to 100° C. for 4 hours. The reaction mixture was cooled to ambient temperature and adsorbed on silica gel which was transferred on top of a silica gel column and purified by flash-chromatography with a gradient of heptane and 10 to 75% ethyl acetate: 2.55 g of title compound were isolated as colourless oil: MS (m/e): 240 (MH+). The reactants are OCCCCOc1ccc(NCc2ccccc2)cc1, CC(C)c1cccc(C(C)C)c1N=C=O. Yields the product CC(C)c1cccc(C(C)C)c1NC(=O)N(Cc1ccccc1)c1ccc(OCCCCO)cc1. As a reaction SMILES: [CH2:1]([c:2]1[cH:3][cH:4][cH:5][cH:6][cH:7]1)[NH:8][c:9]1[cH:10][cH:11][c:12]([O:15][CH2:16][CH2:17][CH2:18][CH2:19][OH:20])[cH:13][cH:14]1.[CH:21]([CH3:22])([CH3:23])[c:24]1[c:25]([N:33]=[C:34]=[O:35])[c:26]([CH:30]([CH3:31])[CH3:32])[cH:27][cH:28][cH:29]1>>[CH2:1]([c:2]1[cH:3][cH:4][cH:5][cH:6][cH:7]1)[N:8]([c:9]1[cH:10][cH:11][c:12]([O:15][CH2:16][CH2:17][CH2:18][CH2:19][OH:20])[cH:13][cH:14]1)[C:34]([NH:33][c:25]1[c:24]([CH:21]([CH3:22])[CH3:23])[cH:29][cH:28][cH:27][c:26]1[CH:30]([CH3:31])[CH3:32])=[O:35].